From a dataset of the Open Reaction Database (ORD), a public repository of structured organic reaction records. describe an organic reaction: reactants, conditions, products, and yield The reactants are CCCCCCC1CC2CCC(C1)N2C(=O)OC(C)(C)C, O=c1sc2ccccc2n1CCCI, [K+], [K+], O=C([O-])[O-]. Yields the product CCCCCCC1CC2CCC(C1)N2CCCn1c(=O)sc2ccccc21. Reaction SMILES: [C:1]([O:2][C:6](=[O:3])[N:8]1[CH:9]2[CH2:10][CH:11]([CH2:16][CH2:17][CH2:18][CH2:19][CH2:20][CH3:21])[CH2:12][CH:13]1[CH2:14][CH2:15]2)([CH3:4])([CH3:5])[CH3:7].[I:22][CH2:23][CH2:24][CH2:25][n:26]1[c:27](=[O:35])[s:28][c:29]2[c:30]1[cH:31][cH:32][cH:33][cH:34]2.[K+:36].[K+:37].[O-:38][C:39]([O-:40])=[O:41]>>[CH2:6]([N:8]1[CH:9]2[CH2:10][CH:11]([CH2:16][CH2:17][CH2:18][CH2:19][CH2:20][CH3:21])[CH2:12][CH:13]1[CH2:14][CH2:15]2)[CH2:24][CH2:25][n:26]1[c:27](=[O:35])[s:28][c:29]2[c:30]1[cH:31][cH:32][cH:33][cH:34]2. The reactants are COC(=O)c1ccc(Cn2c(C(=O)OC)c(-c3ccccc3)c3cc(Cl)ccc3c2=O)cc1, CO, [Na+], C1CCOC1, [OH-]. Product: COC(=O)c1c(-c2ccccc2)c2cc(Cl)ccc2c(=O)n1Cc1ccc(C(=O)O)cc1. RXN SMILES: [CH3:1][O:2][C:3](=[O:4])[c:5]1[n:6]([CH2:23][c:24]2[cH:25][cH:26][c:27]([C:30](=[O:31])[O:32][CH3:33])[cH:28][cH:29]2)[c:7](=[O:22])[c:8]2[cH:9][cH:10][c:11]([Cl:21])[cH:12][c:13]2[c:14]1-[c:15]1[cH:16][cH:17][cH:18][cH:19][cH:20]1.[CH3:34][OH:35].[Na+:37].[O:38]1[CH2:39][CH2:40][CH2:41][CH2:42]1.[OH-:36]>>[CH3:1][O:2][C:3](=[O:4])[c:5]1[n:6]([CH2:23][c:24]2[cH:25][cH:26][c:27]([C:30](=[O:31])[OH:32])[cH:28][cH:29]2)[c:7](=[O:22])[c:8]2[cH:9][cH:10][c:11]([Cl:21])[cH:12][c:13]2[c:14]1-[c:15]1[cH:16][cH:17][cH:18][cH:19][cH:20]1. The yield is 30.4%. Conditions: temperature 130 celsius. Reaction SMILES: Br[C:2]1[CH:3]=[C:4]2[C:14](=[CH:15][CH:16]=1)[O:13][C:7]1([CH2:12][CH2:11][CH2:10][O:9][CH2:8]1)[CH2:6][C:5]12[N:20]=[C:19]([NH2:21])[C:18]([CH3:22])=[N:17]1.[Cl:23][C:24]1[CH:25]=[C:26](B(O)O)[CH:27]=[CH:28][CH:29]=1.C([O-])([O-])=O.[K+].[K+]>C1C=CC(P(C2C=CC=CC=2)[C-]2C=CC=C2)=CC=1.C1C=CC(P(C2C=CC=CC=2)[C-]2C=CC=C2)=CC=1.Cl[Pd]Cl.[Fe+2].O1CCOCC1>[Cl:23][C:24]1[CH:29]=[C:28]([C:2]2[CH:3]=[C:4]3[C:14](=[CH:15][CH:16]=2)[O:13][C:7]2([CH2:12][CH2:11][CH2:10][O:9][CH2:8]2)[CH2:6][C:5]23[N:20]=[C:19]([NH2:21])[C:18]([CH3:22])=[N:17]2)[CH:27]=[CH:26][CH:25]=1 |f:2.3.4,5.6.7.8|. Solvent: O1CCOCC1 (1,4-dioxane). Reported procedure: A mixture of 6′-bromo-5-methyl-5″,6″-dihydro-4″H-dispiro[imidazole-2,4′-chromene-2′,3″-pyran]-4-amine (Example 45 Isomer 1, 116 mg, 0.32 mmol), 3-chlorophenylboronic acid (64.7 mg, 0.41 mmol), [1,1′-bis(diphenylphosphino)ferrocene]palladium(II) chloride (26.0 mg, 0.03 mmol), K2CO3 (2 M aq) (0.318 mL, 0.64 mmol) and 1,4-dioxane (2 mL) were added to a microwave vial. The vial was capped, evacuated and filled with argon. The vial was heated in a microwave reactor at 130° C. for 20 min. Brine was ad... Starting materials: BrC=1C=C2C3(CC4(COCCC4)OC2=CC1)N=C(C(=N3)N)C (6′-Bromo-5-methyl-5″,6″-dihydro-4″H-dispiro[imidazole-2,4′-chromene-2′,3″-pyran]-4-amine), ClC=1C=C(C=CC1)B(O)O (3-chlorophenylboronic acid), C(=O)([O-])[O-].[K+].[K+] (K2CO3). The product is ClC=1C=C(C=CC1)C=1C=C2C3(CC4(COCCC4)OC2=CC1)N=C(C(=N3)N)C (6′-(3-Chlorophenyl)-5-methyl-5″,6″-dihydro-4″H-dispiro[imidazole-2,4′-chromene-2′,3″-pyran]-4-amine). The reagents and catalysts are C1=CC=C(C=C1)P([C-]2C=CC=C2)C3=CC=CC=C3.C1=CC=C(C=C1)P([C-]2C=CC=C2)C3=CC=CC=C3.Cl[Pd]Cl.[Fe+2] ([1,1′-bis(diphenylphosphino)ferrocene]palladium(II) chloride). The reactants are O=C([O-])[O-], COC(=O)c1cc(Cl)nc(C(C)=O)c1, Cc1ccccc1, CCOCC, CCC(C)N, [Cs+], [Cs+], CC(=O)[O-], CC(=O)[O-], [Pd+2], c1ccc(P(c2ccccc2)c2ccc3ccccc3c2-c2c(P(c3ccccc3)c3ccccc3)ccc3ccccc23)cc1. Product: CCC(C)Nc1cc(C(=O)OC)cc(C(C)=O)n1. As a reaction SMILES: [C:61](=[O:62])([O-:63])[O-:64].[CH3:1][O:2][C:3]([c:4]1[cH:5][c:6]([C:11]([CH3:12])=[O:13])[n:7][c:8]([Cl:10])[cH:9]1)=[O:14].[CH3:72][c:73]1[cH:74][cH:75][cH:76][cH:77][cH:78]1.[CH3:79][CH2:80][O:81][CH2:82][CH3:83].[CH:67]([CH3:68])([CH2:69][CH3:70])[NH2:71].[Cs+:65].[Cs+:66].[O-:85][C:86]([CH3:87])=[O:88].[O-:89][C:90]([CH3:91])=[O:92].[Pd+2:84].[c:15]1([P:16]([c:17]2[cH:18][cH:19][cH:20][cH:21][cH:22]2)[c:23]2[cH:24][cH:25][c:26]3[c:27]([cH:28][cH:29][cH:30][cH:31]3)[c:32]2-[c:33]2[c:34]3[c:35]([cH:36][cH:37][cH:38][cH:39]3)[cH:40][cH:41][c:42]2[P:43]([c:44]2[cH:45][cH:46][cH:47][cH:48][cH:49]2)[c:50]2[cH:51][cH:52][cH:53][cH:54][cH:55]2)[cH:56][cH:57][cH:58][cH:59][cH:60]1>>[CH3:1][O:2][C:3]([c:4]1[cH:5][c:6]([C:11]([CH3:12])=[O:13])[n:7][c:8]([NH:71][CH:67]([CH3:68])[CH2:69][CH3:70])[cH:9]1)=[O:14]. The reactants are C(CCC)P(CCCC)CCCC (tri-n-butylphosphine), ClCCCl (1,2-dichloroethane), Cl[SiH](Cl)Cl (trichlorosilane). Yields the product Cl[Si](CC[Si](Cl)(Cl)Cl)(Cl)Cl (1,2-bis(trichlorosilyl)ethane), 2-(chloroethyl)trichlorosilane. The yield is 5.0%. As a reaction SMILES: C(P(CC[CH2:12][CH3:13])CCCC)CCC.ClCCCl.[Cl:18][SiH:19]([Cl:21])[Cl:20]>>[Cl:18][Si:19]([Cl:21])([Cl:20])[CH2:12][CH2:13][Si:19]([Cl:21])([Cl:20])[Cl:18]. Procedure details: In the same apparatus and procedure as Example 1 above, 0.30 g (1.5 mmol) of tri-n-butylphosphine, 0.74 g (7.5 mmol) of 1,2-dichloroethane, and 10.2 g (75.0 mmol) of trichlorosilane were reacted at 150° C. for 12 hrs. The resulting mixture was distilled to give 1.5 g of 1,2-bis(trichlorosilyl)ethane (bp; 201° C., yield; 67%) and 0.1 g of 2-(chloroethyl)trichlorosilane (bp; 152-3° C., yield; 5%). Starting materials: 1, P(=O)([O-])([O-])[O-] (phosphate), O[C@H](C)[C@@H]1[C@@H]2N(C(=C(C2)C=2N3C(SC2)=CN=C3)C(=O)OCC3=CC=C(C=C3)[N+](=O)[O-])C1=O (4-nitrobenzyl (5R,6S)-6-((1R)-1-hydroxyethyl)-2-(imidazo[5,1-b]thiazol-3-yl)-1-carbapen-2-em-3-carboxylate), IC (iodomethane). Reagents/catalysts: [Pd] (Pd-C). The solvent is ClCCl (dichloromethane), C1CCOC1 (THF). Run at time 24 hour. Product: O[C@H](C)[C@@H]1[C@@H]2N(C(=C(C2)C=2[N+]=3C(SC2)=CN(C3)C)C(=O)[O-])C1=O ((5R,6S)-6-((1R)-1-hydroxyethyl)-2-(6-methylimidazo[5,1-b]thiazolium-3-yl)-1-carbapen-2-em-3-carboxylate). Reaction SMILES: [OH:1][C@@H:2]([C@H:4]1[C:31](=[O:32])[N:6]2[C:7]([C:18]([O:20]CC3C=CC([N+]([O-])=O)=CC=3)=[O:19])=[C:8]([C:10]3[N:11]4[CH:17]=[N:16][CH:15]=[C:12]4[S:13][CH:14]=3)[CH2:9][C@H:5]12)[CH3:3].I[CH3:34].P([O-])([O-])([O-])=O>ClCCl.C1COCC1.[Pd]>[OH:1][C@@H:2]([C@H:4]1[C:31](=[O:32])[N:6]2[C:7]([C:18]([O-:20])=[O:19])=[C:8]([C:10]3[N+:11]4[C:12](=[CH:15][N:16]([CH3:34])[CH:17]=4)[S:13][CH:14]=3)[CH2:9][C@H:5]12)[CH3:3]. Procedure: To a suspension of 100 mg of 4-nitrobenzyl (5R,6S)-6-((1R)-1-hydroxyethyl)-2-(imidazo[5,1-b]thiazol-3-yl)-1-carbapen-2-em-3-carboxylate in 1.5 ml of dry dichloromethane was added 1.37 ml of iodomethane, and the mixture was stirred under the atmosphere of argon in the darkness at room temperature for 24 hours. Unreacted reagent was removed under reduced pressure. The residue thus obtained was dissolved in 4 ml of THF and 4 ml of 1/15 M phosphate buffer (pH 6.8), and 160 mg of 10% Pd-C was added. ... The reactants are CC1(CC(NC2=CC=CC=C12)=O)C (4,4-dimethyl-3,4-dihydro-1H-quinolin-2-one), [H-].[H-].[H-].[H-].[Li+].[Al+3] (LiAlH4), O (Water), [OH-].[Na+] (NaOH). The solvent is C1CCOC1 (THF), C1CCOC1 (THF). Reaction conditions: time 30 minute. Yields the product CC1(CCNC2=CC=CC=C12)C (4,4-dimethyl-1,2,3,4-tetrahydro-quinoline). RXN SMILES: [CH3:1][C:2]1([CH3:13])[C:11]2[C:6](=[CH:7][CH:8]=[CH:9][CH:10]=2)[NH:5][C:4](=O)[CH2:3]1.[H-].[H-].[H-].[H-].[Li+].[Al+3].O.[OH-].[Na+]>C1COCC1>[CH3:1][C:2]1([CH3:13])[C:11]2[C:6](=[CH:7][CH:8]=[CH:9][CH:10]=2)[NH:5][CH2:4][CH2:3]1 |f:1.2.3.4.5.6,8.9|. Procedure: A solution of 4,4-dimethyl-3,4-dihydro-1H-quinolin-2-one (35 g, 0.2 mol) in THF (100 mL) was added dropwise to a suspension of LiAlH4 (18 g, 0.47 mol) in THF (200 mL) at 0° C. After addition, the mixture was stirred at room temperature for 30 min and then slowly heated to reflux for 1 h. The mixture was then cooled to 0° C. Water (18 mL) and NaOH solution (10%, 100 mL) were carefully added to quench the reaction. The solid was filtered off and the filtrate was concentrated to give 4,4-dimethyl-1...